describe an organic reaction: reactants, conditions, products, and yield From a dataset of the Open Reaction Database (ORD), a public repository of structured organic reaction records. Starting materials: Cl (hydrochloric acid), CO (MeOH), LiOH monohydrate, C1(CCCCC1)C1=C(N(C2=CC(=CC=C12)C(=O)OC)CC(=O)N(C)C)C=1C=NC(=CC1)OC (methyl 3-cyclohexyl-1-[2-(dimethylamino)-2-oxoethyl]-2-(6-methoxypyridin-3-yl)-1H-indole-6-carboxylate). Run in C1CCOC1 (THF). Run at temperature 60 celsius. Product: C1(CCCCC1)C1=C(N(C2=CC(=CC=C12)C(=O)O)CC(=O)N(C)C)C=1C=NC(=CC1)OC (3-Cyclohexyl-1-[2-(dimethylamino)-2-oxoethyl]-2-(6-methoxypyridin-3-yl)-1H-indole-6-carboxylic acid). Isolated yield 90.0%. Reaction SMILES: [CH:1]1([C:7]2[C:15]3[C:10](=[CH:11][C:12]([C:16]([O:18]C)=[O:17])=[CH:13][CH:14]=3)[N:9]([CH2:20][C:21]([N:23]([CH3:25])[CH3:24])=[O:22])[C:8]=2[C:26]2[CH:27]=[N:28][C:29]([O:32][CH3:33])=[CH:30][CH:31]=2)[CH2:6][CH2:5][CH2:4][CH2:3][CH2:2]1.CO.Cl>C1COCC1>[CH:1]1([C:7]2[C:15]3[C:10](=[CH:11][C:12]([C:16]([OH:18])=[O:17])=[CH:13][CH:14]=3)[N:9]([CH2:20][C:21]([N:23]([CH3:25])[CH3:24])=[O:22])[C:8]=2[C:26]2[CH:27]=[N:28][C:29]([O:32][CH3:33])=[CH:30][CH:31]=2)[CH2:6][CH2:5][CH2:4][CH2:3][CH2:2]1. Procedure details: Methyl 3-cyclohexyl-1-[2-(dimethylamino)-2-oxoethyl]-2-(6-methoxypyridin-3-yl)-1H-indole-6-carboxylate (from Step 1, 1 eq.) was dissolved in a mixture THF:MeOH (0.07 M, 1:1, v/v) then an aqueous solution of LiOH monohydrate (3 eq, 0.21 M) was added. The reaction mixture was heated at 60° C. for 4 h. It was allowed to cool to RT, and then hydrochloric acid was added. The precipitate that formed was collected by filtration and dried in vacuo to give the title compound (90%). 1H NMR (400 MHz; DMSO-... Reactants: ClC=1C=C(C=CC1)S(=O)(=O)Cl (3-Chlorobenzenesulfonyl chloride), CC1=NC2=C(N1C1C[C@H]3CC[C@@H](C1)N3CCC3(CCNCC3)C3=CC=CC=C3)C=CC=C2 (2-methyl-1-{(1R,5S)-8-[2-(4-phenyl-4-piperidinyl)ethyl]-8-azabicyclo[3.2.1]oct-3-yl}-1H-benzimidazole). The solvent is C(Cl)Cl (DCM), CCOC(=O)C (EtOAc). The product is ClC=1C=C(C=CC1)S(=O)(=O)N1CCC(CC1)(C1=CC=CC=C1)CCN1[C@H]2CC(C[C@@H]1CC2)N2C(=NC1=C2C=CC=C1)C (1-[(1R,5S)-8-(2-{1-[(3-chlorophenyl)sulfonyl]-4-phenyl-4-piperidinyl}ethyl)-8-azabicyclo[3.2.1]oct-3-yl]-2-methyl-1H-benzimidazole). The yield is 20.8%. RXN SMILES: [Cl:1][C:2]1[CH:3]=[C:4]([S:8](Cl)(=[O:10])=[O:9])[CH:5]=[CH:6][CH:7]=1.[CH3:12][C:13]1[N:17]([CH:18]2[CH2:24][C@H:23]3[N:25]([CH2:26][CH2:27][C:28]4([C:34]5[CH:39]=[CH:38][CH:37]=[CH:36][CH:35]=5)[CH2:33][CH2:32][NH:31][CH2:30][CH2:29]4)[C@H:20]([CH2:21][CH2:22]3)[CH2:19]2)[C:16]2[CH:40]=[CH:41][CH:42]=[CH:43][C:15]=2[N:14]=1>C(Cl)Cl.CCOC(C)=O>[Cl:1][C:2]1[CH:3]=[C:4]([S:8]([N:31]2[CH2:30][CH2:29][C:28]([CH2:27][CH2:26][N:25]3[C@H:20]4[CH2:21][CH2:22][C@@H:23]3[CH2:24][CH:18]([N:17]3[C:16]5[CH:40]=[CH:41][CH:42]=[CH:43][C:15]=5[N:14]=[C:13]3[CH3:12])[CH2:19]4)([C:34]3[CH:35]=[CH:36][CH:37]=[CH:38][CH:39]=3)[CH2:33][CH2:32]2)(=[O:10])=[O:9])[CH:5]=[CH:6][CH:7]=1. Procedure details: 3-Chlorobenzenesulfonyl chloride (31.6 mg, 0.122 mmol) was added to a solution of 2-methyl-1-{(1R,5S)-8-[2-(4-phenyl-4-piperidinyl)ethyl]-8-azabicyclo[3.2.1]oct-3-yl}-1H-benzimidazole (50.0 mg, 0.117 mmol) and diisopropyletheylamine (44.9 mg, 0.348 mmol) in DCM. The reactions were quenched with sat. NaHCO3 and separated with a hydrophobic frit. Flash chromatography on silica 0 to 10% MeOH in EtOAc afforded 1-[(1R,5S)-8-(2-{1-[(3-chlorophenyl)sulfonyl]-4-phenyl-4-piperidinyl}ethyl)-8-azabicyclo[3... Starting materials: [Li]CCCC, C#CC(=O)OCC, C1CCOC1, O=C1CCCNC1c1ccccc1. Yields the product CCOC(=O)C#CC1(O)CCCNC1c1ccccc1. As a reaction SMILES: [CH2:1]([Li:2])[CH2:3][CH2:4][CH3:5].[CH3:6][CH2:7][O:8][C:9](=[O:10])[C:11]#[CH:12].[O:26]1[CH2:27][CH2:28][CH2:29][CH2:30]1.[c:13]1([CH:19]2[NH:20][CH2:21][CH2:22][CH2:23][C:24]2=[O:25])[cH:14][cH:15][cH:16][cH:17][cH:18]1>>[CH3:6][CH2:7][O:8][C:9](=[O:10])[C:11]#[C:12][C:24]1([OH:25])[CH:19]([c:13]2[cH:14][cH:15][cH:16][cH:17][cH:18]2)[NH:20][CH2:21][CH2:22][CH2:23]1. The reactants are CCN=C=NCCCN(C)C, C#CCON=CC(C)=CC1C(C(=O)O)C1(C)C, CN(C)c1ccncc1, ClC(Cl)Cl, Cl, C#CCN1CC(=O)N(CO)C1=O. Product: C#CCON=CC(C)=CC1C(C(=O)OCN2C(=O)CN(CC#C)C2=O)C1(C)C. As a reaction SMILES: [CH2:31]([N:32]=[C:33]=[N:34][CH2:35][CH2:36][CH2:37][N:38]([CH3:39])[CH3:40])[CH3:41].[CH3:13][C:14]1([CH3:29])[CH:15]([C:26](=[O:27])[OH:28])[CH:16]1[CH:17]=[C:18]([CH:19]=[N:20][O:21][CH2:22][C:23]#[CH:24])[CH3:25].[CH3:42][N:43]([CH3:44])[c:45]1[cH:46][cH:47][n:48][cH:49][cH:50]1.[CH:51]([Cl:52])([Cl:53])[Cl:54].[ClH:30].[OH:1][CH2:2][N:3]1[C:4](=[O:12])[N:5]([CH2:9][C:10]#[CH:11])[CH2:6][C:7]1=[O:8]>>[O:1]([CH2:2][N:3]1[C:4](=[O:12])[N:5]([CH2:9][C:10]#[CH:11])[CH2:6][C:7]1=[O:8])[C:26]([CH:15]1[C:14]([CH3:13])([CH3:29])[CH:16]1[CH:17]=[C:18]([CH:19]=[N:20][O:21][CH2:22][C:23]#[CH:24])[CH3:25])=[O:27]. The reactants are NC1=C2C(=NC=N1)N(N=C2C2=CC=C(C=C2)OC2=CC=CC=C2)C2CC(C2)=O (3-[4-amino-3-(4-phenoxyphenyl)-1H-pyrazolo[3,4-d]pyrimidin-1-yl]-1-cyclobutanone), [BH4-].[Na+] (sodium borohydride). Solvent: O1CCCC1 (tetrahydrofuran), C(C)O (ethanol). Product: NC1=C2C(=NC=N1)N(N=C2C2=CC=C(C=C2)OC2=CC=CC=C2)[C@H]2C[C@H](C2)O (cis 3-[4-amino-3-(4-phenoxyphenyl)-1H-pyrazolo[3,4-d]pyrimidin-1-yl]-1-cyclobutanol). The yield is 42.9%. Reaction SMILES: [NH2:1][C:2]1[N:7]=[CH:6][N:5]=[C:4]2[N:8]([CH:24]3[CH2:27][C:26](=[O:28])[CH2:25]3)[N:9]=[C:10]([C:11]3[CH:16]=[CH:15][C:14]([O:17][C:18]4[CH:23]=[CH:22][CH:21]=[CH:20][CH:19]=4)=[CH:13][CH:12]=3)[C:3]=12.[BH4-].[Na+]>O1CCCC1.C(O)C>[NH2:1][C:2]1[N:7]=[CH:6][N:5]=[C:4]2[N:8]([C@@H:24]3[CH2:25][C@H:26]([OH:28])[CH2:27]3)[N:9]=[C:10]([C:11]3[CH:12]=[CH:13][C:14]([O:17][C:18]4[CH:23]=[CH:22][CH:21]=[CH:20][CH:19]=4)=[CH:15][CH:16]=3)[C:3]=12 |f:1.2|. Procedure: A solution of 3-[4-amino-3-(4-phenoxyphenyl)-1H-pyrazolo[3,4-d]pyrimidin-1-yl]-1-cyclobutanone (0.208 g, 0.00056 mol) in tetrahydrofuran (10 mL) and absolute ethanol (5 mL) was reacted with sodium borohydride (0.021 g, 0.00056 mol) at room temperature for four hours. Added water (5 mL) and extracted with ethyl acetate (3×15 mL). The combined organics were dried over magnesium sulfate, and the solvent was removed in vacuo. The residue was purified by flash column chromatography on silica using di... Reactants: OC(C)(C)C1=CC=C(C=N1)C1=CC(=C(S1)[N+](=O)[O-])C(=O)N (5-[6-(1-hydroxy-1-methylethyl)pyridin-3-yl]-2-nitrothiophene-3-carboxamide). The reagents and catalysts are [Pt] (Pt/C). Solvent: CO (MeOH), CO (MeOH). Run at time 4 hour. The product is NC=1SC(=CC1C(=O)N)C=1C=NC(=CC1)C(C)(C)O (2-Amino-5-[6-(1-hydroxy-1-methylethyl)pyridin-3-yl]thiophene-3-carboxamide). Reaction SMILES: [OH:1][C:2]([C:5]1[N:10]=[CH:9][C:8]([C:11]2[S:15][C:14]([N+:16]([O-])=O)=[C:13]([C:19]([NH2:21])=[O:20])[CH:12]=2)=[CH:7][CH:6]=1)([CH3:4])[CH3:3]>CO.[Pt]>[NH2:16][C:14]1[S:15][C:11]([C:8]2[CH:9]=[N:10][C:5]([C:2]([OH:1])([CH3:3])[CH3:4])=[CH:6][CH:7]=2)=[CH:12][C:13]=1[C:19]([NH2:21])=[O:20]. Procedure: To 5-[6-(1-hydroxy-1-methylethyl)pyridin-3-yl]-2-nitrothiophene-3-carboxamide (245 mg, 0.80 mmol) in MeOH (20 mL) was added 3% Pt/C doped with 0.6% V (52 mg, 8.0 μmol). The reaction was stirred under a hydrogen balloon at room temperature for 4 h. The solution was diluted with MeOH, filtered through Celite, and evaporated to give the title compound as a gray solid. The reactants are COC(=O)C1(CNS(C)(=O)=O)CC(c2ccc(F)c(C#N)c2)=NO1, C1CCOC1, [Li+], [OH-]. The product is CS(=O)(=O)NCC1(C(=O)O)CC(c2ccc(F)c(C#N)c2)=NO1. RXN SMILES: [C:1](#[N:2])[c:3]1[cH:4][c:5]([C:10]2=[N:11][O:12][C:13]([C:15](=[O:16])[O:17][CH3:18])([CH2:19][NH:20][S:21](=[O:22])(=[O:23])[CH3:24])[CH2:14]2)[cH:6][cH:7][c:8]1[F:9].[CH2:27]1[O:28][CH2:29][CH2:30][CH2:31]1.[Li+:26].[OH-:25]>>[C:1](#[N:2])[c:3]1[cH:4][c:5]([C:10]2=[N:11][O:12][C:13]([C:15](=[O:16])[OH:17])([CH2:19][NH:20][S:21](=[O:22])(=[O:23])[CH3:24])[CH2:14]2)[cH:6][cH:7][c:8]1[F:9].